Dataset: the Open Reaction Database (ORD), a public repository of structured organic reaction records. Task: describe an organic reaction: reactants, conditions, products, and yield Product: FC1=C(OC=2C=C3C(=NC=NC3=CC2)NC2=NC=CN=C2)C(=CC=C1)S(=O)(=O)C ([6-(2-Fluoro-6-(methylsulfonyl)phenoxy)-quinazolin-4-yl]-pyrazin-2-yl-amine). Reactants: compound, ClC1=NC=NC2=CC=C(C=C12)O (4-chloro-6-hydroxy-quinazoline), FC1=C(C(=CC=C1)S(=O)(=O)C)F (1,2-difluoro-3-methanesulfonylbenzene), NC1=NC=CN=C1 (2-aminopyrazine). As a reaction SMILES: [F:1][C:2]1[CH:7]=[CH:6][CH:5]=[C:4]([S:8]([CH3:11])(=[O:10])=[O:9])[C:3]=1F.[NH2:13][C:14]1[CH:19]=[N:18][CH:17]=[CH:16][N:15]=1.Cl[C:21]1[C:30]2[C:25](=[CH:26][CH:27]=[C:28]([OH:31])[CH:29]=2)[N:24]=[CH:23][N:22]=1>>[F:1][C:2]1[CH:7]=[CH:6][CH:5]=[C:4]([S:8]([CH3:11])(=[O:10])=[O:9])[C:3]=1[O:31][C:28]1[CH:29]=[C:30]2[C:25](=[CH:26][CH:27]=1)[N:24]=[CH:23][N:22]=[C:21]2[NH:13][C:14]1[CH:19]=[N:18][CH:17]=[CH:16][N:15]=1. Reported procedure: The compound of Example 97 was manufactured by the same method as in Example 95, by a similar method thereto or by a combination of such a method with a conventional method using 1,2-difluoro-3-methanesulfonylbenzene, 2-aminopyrazine and 4-chloro-6-hydroxy-quinazoline.